This data is from the Open Reaction Database (ORD), a public repository of structured organic reaction records. The task is: describe an organic reaction: reactants, conditions, products, and yield Reactants: CN1CCC2(CC1)OC(C)(C)c1ccccc12, CC(Cl)OC(=O)Cl, ClCCCl. Product: CC1(C)OC2(CCNCC2)c2ccccc21. As a reaction SMILES: [CH3:1][N:2]1[CH2:3][CH2:4][C:5]2([O:6][C:7]([CH3:14])([CH3:15])[c:8]3[c:9]2[cH:10][cH:11][cH:12][cH:13]3)[CH2:16][CH2:17]1.[Cl:18][C:19]([O:20][CH:21]([Cl:22])[CH3:23])=[O:24].[Cl:25][CH2:26][CH2:27][Cl:28]>>[NH:2]1[CH2:3][CH2:4][C:5]2([O:6][C:7]([CH3:14])([CH3:15])[c:8]3[c:9]2[cH:10][cH:11][cH:12][cH:13]3)[CH2:16][CH2:17]1. The reactants are Cl.Cl.C(CCCCC)C=1NNC2=C(N1)C=CC=N2 (3-n-hexyl-1,2-dihydropyrido-[3,2-e]-as-triazine dihydrochloride), C(C1=CN=CC=C1)(=O)Cl (nicotinic chloride). Yields the product Cl.Cl.C(CCCCC)C=1NN(C2=C(N1)C=CC=N2)C(C2=CN=CC=C2)=O (3-n-hexyl-1-nicotinoyl-1,2-dihydropyrido-[3,2-e]-as-triazine dihydrochloride). RXN SMILES: [ClH:1].Cl.[CH2:3]([C:9]1[NH:10][NH:11][C:12]2[N:18]=[CH:17][CH:16]=[CH:15][C:13]=2[N:14]=1)[CH2:4][CH2:5][CH2:6][CH2:7][CH3:8].[C:19]([Cl:27])(=[O:26])[C:20]1[CH:25]=[CH:24][CH:23]=[N:22][CH:21]=1>>[ClH:27].[ClH:1].[CH2:3]([C:9]1[NH:10][N:11]([C:19](=[O:26])[C:20]2[CH:25]=[CH:24][CH:23]=[N:22][CH:21]=2)[C:12]2[N:18]=[CH:17][CH:16]=[CH:15][C:13]=2[N:14]=1)[CH2:4][CH2:5][CH2:6][CH2:7][CH3:8] |f:0.1.2,4.5.6|. Reported procedure: 12 g (0.04 mole) of 3-n-hexyl-1,2-dihydropyrido-[3,2-e]-as-triazine dihydrochloride are boiled with an excess of nicotinic chloride. The reaction mixture is cooled and the separated product is filtered off.